describe an organic reaction: reactants, conditions, products, and yield From a dataset of the Open Reaction Database (ORD), a public repository of structured organic reaction records. The reactants are O=Cc1ncn(C(c2ccccc2)(c2ccccc2)c2ccccc2)n1, [Li]CCCC, C#C[Si](C)(C)C, ClCCl, C1CCOC1. Product: C[Si](C)(C)C#CC(O)c1ncn(C(c2ccccc2)(c2ccccc2)c2ccccc2)n1. RXN SMILES: [C:12]([c:13]1[cH:14][cH:15][cH:16][cH:17][cH:18]1)([c:19]1[cH:20][cH:21][cH:22][cH:23][cH:24]1)([c:25]1[cH:26][cH:27][cH:28][cH:29][cH:30]1)[n:31]1[n:32][c:33]([CH:36]=[O:37])[n:34][cH:35]1.[CH2:1]([Li:2])[CH2:3][CH2:4][CH3:5].[CH3:6][Si:7]([CH3:8])([CH3:9])[C:10]#[CH:11].[Cl:43][CH2:44][Cl:45].[O:38]1[CH2:39][CH2:40][CH2:41][CH2:42]1>>[CH3:6][Si:7]([CH3:8])([CH3:9])[C:10]#[C:11][CH:36]([c:33]1[n:32][n:31]([C:12]([c:13]2[cH:14][cH:15][cH:16][cH:17][cH:18]2)([c:19]2[cH:20][cH:21][cH:22][cH:23][cH:24]2)[c:25]2[cH:26][cH:27][cH:28][cH:29][cH:30]2)[cH:35][n:34]1)[OH:37]. The reactants are NC1=C(NC2=CC(=CC=C12)Cl)C(C1=CC(=CC=C1)Cl)=O (3-Amino-6-chloro-2-(3-chlorobenzoyl)-1H-indole), ClC(=O)OCC (ethyl chloroformate). Product: ClC1=CC=C2C(=C(NC2=C1)C(C1=CC(=CC=C1)Cl)=O)NC(OCC)=O (Ethyl N-[6-chloro-2-(3-chlorobenzoyl)1H-indol-3-yl]carbamate). As a reaction SMILES: [NH2:1][C:2]1[C:10]2[C:5](=[CH:6][C:7]([Cl:11])=[CH:8][CH:9]=2)[NH:4][C:3]=1[C:12](=[O:20])[C:13]1[CH:18]=[CH:17][CH:16]=[C:15]([Cl:19])[CH:14]=1.Cl[C:22]([O:24][CH2:25][CH3:26])=[O:23]>>[Cl:11][C:7]1[CH:6]=[C:5]2[C:10]([C:2]([NH:1][C:22](=[O:23])[O:24][CH2:25][CH3:26])=[C:3]([C:12](=[O:20])[C:13]3[CH:18]=[CH:17][CH:16]=[C:15]([Cl:19])[CH:14]=3)[NH:4]2)=[CH:9][CH:8]=1. Procedure details: The title compound was prepared according to the procedure described in step 3 of Example 1 from 3-amino-6-chloro-2-(3-chlorobenzoyl)-1H-indole (step 2) and ethyl chloroformate. Starting materials: Cl, [Na+], C1CCOC1, [OH-], CCOC(=O)CCC(=NOCc1ccc(OCc2nc(-c3ccccc3)oc2C)cc1)c1ccco1. The product is Cc1oc(-c2ccccc2)nc1COc1ccc(CON=C(CCC(=O)O)c2ccco2)cc1. As a reaction SMILES: [ClH:39].[Na+:2].[O:40]1[CH2:41][CH2:42][CH2:43][CH2:44]1.[OH-:1].[o:3]1[c:4]([C:8]([CH2:9][CH2:10][C:11](=[O:12])[O:13][CH2:14][CH3:15])=[N:16][O:17][CH2:18][c:19]2[cH:20][cH:21][c:22]([O:25][CH2:26][c:27]3[n:28][c:29](-[c:33]4[cH:34][cH:35][cH:36][cH:37][cH:38]4)[o:30][c:31]3[CH3:32])[cH:23][cH:24]2)[cH:5][cH:6][cH:7]1>>[o:3]1[c:4]([C:8]([CH2:9][CH2:10][C:11](=[O:12])[OH:13])=[N:16][O:17][CH2:18][c:19]2[cH:20][cH:21][c:22]([O:25][CH2:26][c:27]3[n:28][c:29](-[c:33]4[cH:34][cH:35][cH:36][cH:37][cH:38]4)[o:30][c:31]3[CH3:32])[cH:23][cH:24]2)[cH:5][cH:6][cH:7]1. The reactants are COC(C1=CC(=C(C=C1)C(C(C(F)(F)F)(O)C1=CC(=NC=C1)Cl)C)Cl)=O (3-Chloro-4-[2-(2-chloro-pyridin-4-yl)-3,3,3-trifluoro-2-hydroxy-1-methyl-propyl]-benzoic acid methyl ester), [Li+].[OH-] (LiOH). Solvent: C1CCOC1 (THF), CO (MeOH). Conditions: temperature 65 celsius, time 2 hour. Yields the product ClC=1C=C(C(=O)O)C=CC1C(C(C(F)(F)F)(O)C1=CC(=NC=C1)Cl)C (3-Chloro-4-[2-(2-chloro-pyridin-4-yl)-3,3,3-trifluoro-2-hydroxy-1-methyl-propyl]-benzoic acid). Reaction SMILES: C[O:2][C:3](=[O:26])[C:4]1[CH:9]=[CH:8][C:7]([CH:10]([CH3:24])[C:11]([C:17]2[CH:22]=[CH:21][N:20]=[C:19]([Cl:23])[CH:18]=2)([OH:16])[C:12]([F:15])([F:14])[F:13])=[C:6]([Cl:25])[CH:5]=1.[Li+].[OH-]>C1COCC1.CO>[Cl:25][C:6]1[CH:5]=[C:4]([CH:9]=[CH:8][C:7]=1[CH:10]([CH3:24])[C:11]([C:17]1[CH:22]=[CH:21][N:20]=[C:19]([Cl:23])[CH:18]=1)([OH:16])[C:12]([F:15])([F:14])[F:13])[C:3]([OH:26])=[O:2] |f:1.2|. Reported procedure: 3-Chloro-4-[2-(2-chloro-pyridin-4-yl)-3,3,3-trifluoro-2-hydroxy-1-methyl-propyl]-benzoic acid methyl ester (Example 135, 62 mg) in THF (1.5 mL) and MeOH (0.3 mL) was treated with 1M aqueous LiOH (0.228 mL) and stirred for 2 h at 65° C. (bath-temperature). The organic solvents were evaporated in vacuo and the residue was diluted with water (2 mL) and acidified with 1M aqueous HCl (0.3 mL). The precipitate was filtered and dried under high vacuum, leading to the title compound as white solid (54 m... Reaction SMILES: [C:1]12([CH2:11][O:12][C:13]3[CH:18]=[CH:17][C:16]([CH2:19][CH2:20][NH:21]C(=O)OC(C)(C)C)=[CH:15][CH:14]=3)[CH2:10][CH:5]3[CH2:6][CH:7]([CH2:9][CH:3]([CH2:4]3)[CH2:2]1)[CH2:8]2>Cl.CO>[C:1]12([CH2:11][O:12][C:13]3[CH:18]=[CH:17][C:16]([CH2:19][CH2:20][NH2:21])=[CH:15][CH:14]=3)[CH2:10][CH:5]3[CH2:6][CH:7]([CH2:9][CH:3]([CH2:4]3)[CH2:2]1)[CH2:8]2. Reported procedure: Obtained from Intermediate 35 (1.3 g, 3.37 mmol) in hydrogen chloride 1.25M in methanol by the same procedure described in Intermediate 17. The precipitate obtained was separated by filtration giving the title compound as a yellow solid (0.84 g, 87%). MS (M+): 286. Yield: 87.3%. The reactants are C12(CC3CC(CC(C1)C3)C2)COC2=CC=C(C=C2)CCNC(OC(C)(C)C)=O (tert-butyl {2-[4-(1-adamantylmethoxy)phenyl]ethyl}-carbamate), Intermediate 17. The solvent is Cl (hydrogen chloride), CO (methanol). The product is C12(CC3CC(CC(C1)C3)C2)COC2=CC=C(C=C2)CCN ({2-[4-(1-adamantylmethoxy)phenyl]ethyl}amine). Reactants: CC(C)(C)OC(=O)N1C(C(C(=O)O)c2ccc(Br)c(F)c2)CCC1(C)C, CCN(C(C)C)C(C)C, CC1CC(O)c2ncnc(N3CCNCC3)c21, ClCCl, Cl, Cl. The product is CC1CC(O)c2ncnc(N3CCN(C(=O)C(c4ccc(Br)c(F)c4)C4CCC(C)(C)N4C(=O)OC(C)(C)C)CC3)c21. As a reaction SMILES: [Br:10][c:11]1[c:12]([F:35])[cH:13][c:14]([CH:17]([C:18](=[O:19])[OH:20])[CH:21]2[N:22]([C:28](=[O:29])[O:30][C:31]([CH3:32])([CH3:33])[CH3:34])[C:23]([CH3:26])([CH3:27])[CH2:24][CH2:25]2)[cH:15][cH:16]1.[CH2:1]([N:2]([CH:3]([CH3:4])[CH3:5])[CH:6]([CH3:7])[CH3:8])[CH3:9].[CH3:38][CH:39]1[CH2:40][CH:41]([OH:54])[c:42]2[n:43][cH:44][n:45][c:46]([N:48]3[CH2:49][CH2:50][NH:51][CH2:52][CH2:53]3)[c:47]21.[Cl:55][CH2:56][Cl:57].[ClH:36].[ClH:37]>>[Br:10][c:11]1[c:12]([F:35])[cH:13][c:14]([CH:17]([C:18](=[O:19])[N:51]2[CH2:50][CH2:49][N:48]([c:46]3[n:45][cH:44][n:43][c:42]4[c:47]3[CH:39]([CH3:38])[CH2:40][CH:41]4[OH:54])[CH2:53][CH2:52]2)[CH:21]2[N:22]([C:28](=[O:29])[O:30][C:31]([CH3:32])([CH3:33])[CH3:34])[C:23]([CH3:26])([CH3:27])[CH2:24][CH2:25]2)[cH:15][cH:16]1.